Dataset: the Open Reaction Database (ORD), a public repository of structured organic reaction records. Task: describe an organic reaction: reactants, conditions, products, and yield Reactants: N#N.COC1=CC=C(C(C2=CC=C(C=C2)OC)(C2=CC=CC=C2)NC=2NC(C=3N=CN(C3N2)[C@H]2[C@@H]([C@H](C2)CO)COC(C2=CC=C(C=C2)OC)(C2=CC=C(C=C2)OC)C2=CC=CC=C2)=O)C=C1 (N2 (4,4'-dimethoxytrityl)-9-[(1R,2R,3S)-2-(4,4'-dimethoxy-trityl)oxymethyl-3-hydroxymethyl-1-cyclobutyl]-guanine), Cl.CN(CCCC(=O)O)C (4-(dimethylamino)-butyric acid hydrochloride), N1=CC=CC=C1 (Pyridine), C1(CCCCC1)N=C=NC1CCCCC1 (dicyclohexyl-carbodiimide). Reagents/catalysts: CN(C1=CC=NC=C1)C (4-(dimethyl-amino)-pyridine). Solvent: O (water), C(C)(=O)OCC (ethyl acetate), O (water), CN(C)C=O (DMF). Reaction conditions: time 8 hour. Product: Cl.CN(CCCC(=O)OC[C@@H]1[C@H]([C@@H](C1)N1C=2N=C(NC(C2N=C1)=O)N)CO)C (9-[(1R,2R,3S)-3-(4-dimethylamino-butyryl)oxymethyl-2-hydroxymethyl-1-cyclobutyl]-guanine hydrochloride). Isolated yield 30.6%. As a reaction SMILES: N#N.COC1C=CC(C([NH:24][C:25]2[NH:26][C:27](=[O:65])[C:28]3[N:29]=[CH:30][N:31]([C@@H:34]4[CH2:37][C@H:36]([CH2:38]O)[C@H:35]4[CH2:40][O:41]C(C4C=CC=CC=4)(C4C=CC(OC)=CC=4)C4C=CC(OC)=CC=4)[C:32]=3[N:33]=2)(C2C=CC=CC=2)C2C=CC(OC)=CC=2)=CC=1.[ClH:68].[CH3:69][N:70]([CH3:77])[CH2:71][CH2:72][CH2:73][C:74]([OH:76])=[O:75].N1C=CC=CC=1.C1(N=C=NC2CCCCC2)CCCCC1>CN(C)C1C=CN=CC=1.O.C(OCC)(=O)C.CN(C=O)C>[ClH:68].[CH3:69][N:70]([CH3:77])[CH2:71][CH2:72][CH2:73][C:74]([O:76][CH2:38][C@H:36]1[CH2:37][C@@H:34]([N:31]2[CH:30]=[N:29][C:28]3[C:27](=[O:65])[NH:26][C:25]([NH2:24])=[N:33][C:32]2=3)[C@@H:35]1[CH2:40][OH:41])=[O:75] |f:0.1,2.3,10.11|. Procedure: Under a stream of argon gas, N2 -(4,4'-dimethoxytrityl)-9-[(1R,2R,3S)-2-(4,4'-dimethoxy-trityl)oxymethyl-3-hydroxymethyl-1-cyclobutyl]-guanine (360 mg, 0.41 mmole), 4-(dimethylamino)-butyric acid hydrochloride (138.7 mg, 0.83 mmole) and 4-(dimethyl-amino)-pyridine (10.1 mg, 0.08 mmole) are dissolved into DMF (4 ml), and then the DMF is distilled off under reduced pressure. The residue is dissolved into DMF (4 ml). Pyridine (0.17 ml, 2.07 mmoles) and dicyclohexyl-carbodiimide (DCC) (170.8 mg, 0.8... Reactants: S([O-])(O)(=O)=O.[Na+] (sodium bisulfate), N12CCCCCC2=NCCC1 (1,8-diazabicyclo[5.4.0]undec-7-ene), BrN1C(CCC1=O)=O (N-bromosuccinimide), C(C1=CC=CC=C1)OC=1C(=CC(=C(OCCCOC=2C(=C(C(=O)N)C=CC2)CCC)C1)CC)C1=CC=C(C=C1)F (3-[3-[5-benzyloxy-2-ethyl-4-(4-fluorophenyl)phenoxy]propoxy]-2-propyl-benzamide). The solvent is CO (MeOH), O (water). Yields the product C(C1=CC=CC=C1)OC=1C(=CC(=C(OCCCOC=2C(=C(C=CC2)NC(OC)=O)CCC)C1)CC)C1=CC=C(C=C1)F (Methyl N-[3-[3-[5-benzyloxy-2-ethyl-4-(4-fluorophenyl)phenoxy]propoxy]-2-propyl-phenyl]carbamate). Isolated yield 101.0%. Reaction SMILES: [N:1]12[CH2:11]CCN=C1CCCCC2.BrN1[C:17](=[O:18])CCC1=O.[CH2:20]([O:27][C:28]1[C:29]([C:53]2[CH:58]=[CH:57][C:56]([F:59])=[CH:55][CH:54]=2)=[CH:30][C:31]([CH2:51][CH3:52])=[C:32]([CH:50]=1)[O:33][CH2:34][CH2:35][CH2:36][O:37][C:38]1[C:39]([CH2:47][CH2:48][CH3:49])=[C:40]([CH:44]=[CH:45][CH:46]=1)C(N)=O)[C:21]1[CH:26]=[CH:25][CH:24]=[CH:23][CH:22]=1.S(=O)(=O)(O)[O-:61].[Na+]>CO.O>[CH2:20]([O:27][C:28]1[C:29]([C:53]2[CH:58]=[CH:57][C:56]([F:59])=[CH:55][CH:54]=2)=[CH:30][C:31]([CH2:51][CH3:52])=[C:32]([CH:50]=1)[O:33][CH2:34][CH2:35][CH2:36][O:37][C:38]1[C:39]([CH2:47][CH2:48][CH3:49])=[C:40]([NH:1][C:11](=[O:61])[O:18][CH3:17])[CH:44]=[CH:45][CH:46]=1)[C:21]1[CH:22]=[CH:23][CH:24]=[CH:25][CH:26]=1 |f:3.4|. Procedure: Sequentially add 1,8-diazabicyclo[5.4.0]undec-7-ene (51.6 mL, 345 mmol) and N-bromosuccinimide (34.6 g, 194 mmol) to a mechanically stirred suspension of 3-[3-[5-benzyloxy-2-ethyl-4-(4-fluorophenyl)phenoxy]propoxy]-2-propyl-benzamide (62.0 g, 114 mmol) in MeOH (620 mL) during which time the temperature raises from −4.1° C. to −3.2° C. over 1 min. Stir the reaction at −5° C. to −10° C. for 22 h. Add a solution of sodium bisulfate (25.1 g, 209 mmol, in 25 mL water) dropwise with stirring. Add wate... The reactants are NS(=O)(=O)C1CCCCC1, CC(NC(=O)c1cc(Cl)cnc1Oc1ccc(F)cc1)c1ccc(C(=O)O)cc1. The product is CC(NC(=O)c1cc(Cl)cnc1Oc1ccc(F)cc1)c1ccc(C(=O)NS(=O)(=O)C2CCCCC2)cc1. As a reaction SMILES: [CH:30]1([S:36](=[O:37])(=[O:38])[NH2:39])[CH2:31][CH2:32][CH2:33][CH2:34][CH2:35]1.[Cl:1][c:2]1[cH:3][c:4]([C:16](=[O:17])[NH:18][CH:19]([CH3:20])[c:21]2[cH:22][cH:23][c:24]([C:25](=[O:26])[OH:27])[cH:28][cH:29]2)[c:5]([O:8][c:9]2[cH:10][cH:11][c:12]([F:15])[cH:13][cH:14]2)[n:6][cH:7]1>>[Cl:1][c:2]1[cH:3][c:4]([C:16](=[O:17])[NH:18][CH:19]([CH3:20])[c:21]2[cH:22][cH:23][c:24]([C:25](=[O:27])[NH:39][S:36]([CH:30]3[CH2:31][CH2:32][CH2:33][CH2:34][CH2:35]3)(=[O:37])=[O:38])[cH:28][cH:29]2)[c:5]([O:8][c:9]2[cH:10][cH:11][c:12]([F:15])[cH:13][cH:14]2)[n:6][cH:7]1. Reactants: [BH4-], CCO, [Na+], COc1ccc(C(=O)CSCc2ccncc2)cc1. Yields the product COc1ccc(C(O)CSCc2ccncc2)cc1. Reaction SMILES: [BH4-:20].[CH3:22][CH2:23][OH:24].[Na+:21].[cH:1]1[cH:2][c:3]([CH2:7][S:8][CH2:9][C:10](=[O:11])[c:12]2[cH:13][cH:14][c:15]([O:18][CH3:19])[cH:16][cH:17]2)[cH:4][cH:5][n:6]1>>[cH:1]1[cH:2][c:3]([CH2:7][S:8][CH2:9][CH:10]([OH:11])[c:12]2[cH:13][cH:14][c:15]([O:18][CH3:19])[cH:16][cH:17]2)[cH:4][cH:5][n:6]1. Reactants: C(C)(C)(C)C1=CC=C(C=C1)NC(C1=CN=C(C=C1)Cl)=O (N-(4-tert-butyl-phenyl)-6-chloro-nicotinamide), C(=O)(OC(C)(C)C)N1CCNCC1 (1-Boc-piperazine), C(C)(C)(C)OC(=O)N1CCN(CC1)C1=NC=C(C=C1)C(NC1=CC(=C(C=C1)C)I)=O (4-[5-(3-iodo-4-methyl-phenylcarbamoyl)-pyridin-2-yl]-piperazine-1-carboxylic acid tert-butyl ester). Yields the product C(C)(C)(C)OC(=O)N1CCN(CC1)C1=NC=C(C=C1)C(NC1=CC=C(C=C1)C(C)(C)C)=O (4-[5-(4-tert-Butyl-phenylcarbamoyl)-pyridin-2-yl]-piperazine-1-carboxylic acid tert-butyl ester). Reaction SMILES: [C:1]([C:5]1[CH:10]=[CH:9][C:8]([NH:11][C:12](=[O:20])[C:13]2[CH:18]=[CH:17][C:16](Cl)=[N:15][CH:14]=2)=[CH:7][CH:6]=1)([CH3:4])([CH3:3])[CH3:2].[C:21]([N:28]1[CH2:33][CH2:32][NH:31][CH2:30][CH2:29]1)([O:23][C:24]([CH3:27])([CH3:26])[CH3:25])=[O:22].C(OC(N1CCN(C2C=CC(C(=O)NC3C=CC(C)=C(I)C=3)=CN=2)CC1)=O)(C)(C)C>>[C:24]([O:23][C:21]([N:28]1[CH2:33][CH2:32][N:31]([C:16]2[CH:17]=[CH:18][C:13]([C:12](=[O:20])[NH:11][C:8]3[CH:9]=[CH:10][C:5]([C:1]([CH3:4])([CH3:3])[CH3:2])=[CH:6][CH:7]=3)=[CH:14][N:15]=2)[CH2:30][CH2:29]1)=[O:22])([CH3:27])([CH3:25])[CH3:26]. Reported procedure: 4-[5-(4-tert-Butyl-phenylcarbamoyl)-pyridin-2-yl]-piperazine-1-carboxylic acid tert-butyl ester was prepared from N-(4-tert-butyl-phenyl)-6-chloro-nicotinamide and 1-Boc-piperazine following a procedure similar to the one described in the synthesis of 4-[5-(3-iodo-4-methyl-phenylcarbamoyl)-pyridin-2-yl]-piperazine-1-carboxylic acid tert-butyl ester above. The product was obtained after silica gel column purification with 10-30% EtOAc in hexanes gradient. HRMS m/z calcd for C25H34N4O3 [M+H]+: 439... Starting materials: CC1(C(C2CCC1CC2)CCC(CCC2C1CCC(C2(C)C)CC1)=O)C (1,5-di-(3,3-dimethylbicyclo[2.2.2]oct-2-yl)-3-pentanone), NCC(CN)O (1,3-diamino-2-hydroxypropane), [H][H] (hydrogen), [H][H] (hydrogen). The reagents and catalysts are [Pt]=O (platinum oxide). Solvent: C(C)O (ethanol), C(C)O (ethanol). Yields the product NCC(CNC(CCC1C2CCC(C1(C)C)CC2)CCC2C1CCC(C2(C)C)CC1)O (1-amino-3-[1,5-di-(3,3-dimethylbicyclo[2.2.2]oct-2-yl)-3-pentylamino]-2-propanol). Reaction SMILES: [CH3:1][C:2]1([CH3:26])[CH:7]2[CH2:8][CH2:9][CH:4]([CH2:5][CH2:6]2)[CH:3]1[CH2:10][CH2:11][C:12](=O)[CH2:13][CH2:14][CH:15]1[C:20]([CH3:22])([CH3:21])[CH:19]2[CH2:23][CH2:24][CH:16]1[CH2:17][CH2:18]2.[NH2:27][CH2:28][CH:29]([OH:32])[CH2:30][NH2:31].[H][H]>C(O)C.[Pt]=O>[NH2:27][CH2:28][CH:29]([OH:32])[CH2:30][NH:31][CH:12]([CH2:13][CH2:14][CH:15]1[C:20]([CH3:22])([CH3:21])[CH:19]2[CH2:23][CH2:24][CH:16]1[CH2:17][CH2:18]2)[CH2:11][CH2:10][CH:3]1[C:2]([CH3:26])([CH3:1])[CH:7]2[CH2:8][CH2:9][CH:4]1[CH2:5][CH2:6]2. Procedure: A solution of 1,5-di-(3,3-dimethylbicyclo[2.2.2]oct-2-yl)-3-pentanone (14.8 g., 0.04 mole) in 50 cc of anhydrous ethanol is added dropwise over about 20 minutes to a stirred solution of 1,3-diamino-2-hydroxypropane (25 g., 0.27 mole) in 200 cc of ethanol. The resulting mixture is then heated at reflux for about two hours, allowed to cool, 1.0 g. platinum oxide added, and the mixture reduced under a 40 psi hydrogen atmosphere until hydrogen uptake ceases. The mixture is then filtered from the cat... The reactants are C1(CC1)CNC=1C(=NN2C1C=CC=C2I)SC (N-cyclopropylmethyl-N-[7-iodo-2-(methylsulfanyl)pyrazolo[1,5-a]pyridin-3-yl]amine), O1CCC(CC1)C=O (tetrahydropyran-4-carbaldehyde), C(C)(=O)O[BH-](OC(C)=O)OC(C)=O.[Na+] (sodium triacetoxyborohydride), C([O-])(O)=O.[Na+] (sodium bicarbonate). Solvent: O1CCCC1 (tetrahydrofuran). Run at time 1 hour. Product: crude product, C1(CC1)CN(CC1CCOCC1)C=1C(=NN2C1C=CC=C2I)SC (N-Cyclopropylmethyl-N-[7-iodo-2-(methylsulfanyl)pyrazolo[1,5-a]pyridin-3-yl]-N-tetrahydro-2H-4-pyranylmethylamine). Yield: 56.1%. RXN SMILES: [CH:1]1([CH2:4][NH:5][C:6]2[C:7]([S:16][CH3:17])=[N:8][N:9]3[C:14]([I:15])=[CH:13][CH:12]=[CH:11][C:10]=23)[CH2:3][CH2:2]1.[O:18]1[CH2:23][CH2:22][CH:21]([CH:24]=O)[CH2:20][CH2:19]1.C(O[BH-](OC(=O)C)OC(=O)C)(=O)C.[Na+].C(=O)(O)[O-].[Na+]>O1CCCC1>[CH:1]1([CH2:4][N:5]([C:6]2[C:7]([S:16][CH3:17])=[N:8][N:9]3[C:14]([I:15])=[CH:13][CH:12]=[CH:11][C:10]=23)[CH2:24][CH:21]2[CH2:22][CH2:23][O:18][CH2:19][CH2:20]2)[CH2:2][CH2:3]1 |f:2.3,4.5|. Procedure details: To a solution of N-cyclopropylmethyl-N-[7-iodo-2-(methylsulfanyl)pyrazolo[1,5-a]pyridin-3-yl]amine (70 mg) in tetrahydrofuran (2.5 mL) was added tetrahydropyran-4-carbaldehyde (56 mg) at room temperature, and then sodium triacetoxyborohydride (103 mg) was gradually added. After 1 hour, saturated aqueous sodium bicarbonate was added, extraction was performed with ethyl acetate, the extract was washed with brine and dried over anhydrous magnesium sulfate, and the solvent was evaporated under reduc...